This data is from the Open Reaction Database (ORD), a public repository of structured organic reaction records. The task is: describe an organic reaction: reactants, conditions, products, and yield Starting materials: C(C)(C)(C)OC(=O)N1CCC(CC1)OC1=C(C=C(C=C1)C1=NN2C(S1)=NC=C2C=2C=NC(=CC2)OC)OC (4-{2-Methoxy-4-[5-(6-methoxy-pyridin-3-yl)-imidazo[2,1-b][1,3,4]thiadiazol-2-yl]-phenoxy}-piperidine-1-carboxylic acid tert-butyl ester), Cl (HCl). Solvent: C(Cl)Cl (DCM), C(Cl)Cl (DCM). Run at time 2 hour. Product: COC=1C=C(C=CC1OC1CCNCC1)C1=NN2C(S1)=NC=C2C=2C=NC(=CC2)OC (2-[3-Methoxy-4-(piperidin-4-yloxy)-phenyl]-5-(6-methoxy-pyridin-3-yl)-imidazo[2,1-b][1,3,4]thiadiazole). Isolated yield 100.8%. As a reaction SMILES: C(OC([N:8]1[CH2:13][CH2:12][CH:11]([O:14][C:15]2[CH:20]=[CH:19][C:18]([C:21]3[S:25][C:24]4=[N:26][CH:27]=[C:28]([C:29]5[CH:30]=[N:31][C:32]([O:35][CH3:36])=[CH:33][CH:34]=5)[N:23]4[N:22]=3)=[CH:17][C:16]=2[O:37][CH3:38])[CH2:10][CH2:9]1)=O)(C)(C)C.Cl>C(Cl)Cl>[CH3:38][O:37][C:16]1[CH:17]=[C:18]([C:21]2[S:25][C:24]3=[N:26][CH:27]=[C:28]([C:29]4[CH:30]=[N:31][C:32]([O:35][CH3:36])=[CH:33][CH:34]=4)[N:23]3[N:22]=2)[CH:19]=[CH:20][C:15]=1[O:14][CH:11]1[CH2:10][CH2:9][NH:8][CH2:13][CH2:12]1. Procedure: 4-{2-Methoxy-4-[5-(6-methoxy-pyridin-3-yl)-imidazo[2,1-b][1,3,4]thiadiazol-2-yl]-phenoxy}-piperidine-1-carboxylic acid tert-butyl ester (11 mg; 0.0204 mmol; 1 eq) was dissolved in anhydrous DCM (1 ml) and 4M HCl (0.051 ml, 0.204 mmol, 10 eq) was added. The reaction mixture was stirred at RT for 2 h. The excess of acid was co-evaporated with DCM (×3) to give the desired product (9 mg, 100%) as a white solid. HPLC-MS (5-100% B in 8 min at 0.8 mL): tR=3.24 min, [M+H]+ m/z 438.2; 1H NMR (300 MHz, Me...